Dataset: the Open Reaction Database (ORD), a public repository of structured organic reaction records. Task: describe an organic reaction: reactants, conditions, products, and yield Reactants: C[C@@H]1C[C@H](N(C1=O)C(=O)OC(C)(C)C)C(=O)OC (1-tert-butyl 2-methyl (2S,4R)-4-methyl-5-oxopyrrolidine-1,2-dicarboxylate), [BH4-].[Na+] (NaBH4), CCO (EtOH). Run in CCOC(=O)C (EtOAc), C1CCOC1 (THF). Conditions: temperature -10 celsius, time 1 hour. The product is OC[C@@H](C[C@@H](CO)NC(OC(C)(C)C)=O)C (tert-Butyl [(1S,3R)-4-hydroxy-1-(hydroxymethyl)-3-methylbutyl]carbamate). Reaction SMILES: [CH3:1][C@H:2]1[C:6](=[O:7])[N:5]([C:8]([O:10][C:11]([CH3:14])([CH3:13])[CH3:12])=[O:9])[C@H:4]([C:15](OC)=[O:16])[CH2:3]1.[BH4-].[Na+].CCO>C1COCC1.CCOC(C)=O>[OH:7][CH2:6][C@H:2]([CH3:1])[CH2:3][C@H:4]([NH:5][C:8](=[O:9])[O:10][C:11]([CH3:13])([CH3:12])[CH3:14])[CH2:15][OH:16] |f:1.2|. Procedure details: To a solution of 1-tert-butyl 2-methyl (2S,4R)-4-methyl-5-oxopyrrolidine-1,2-dicarboxylate (0.47 g, 1.8 mmol) in THF (4.0 mL) at −10° C., NaBH4 (0.207 g, 5.48 mmol) was added followed by EtOH (1.0 mL). After stirring at −10° C. for 1 h, the mixture was allowed to warm to room temperature and stirred for 15 h. The reaction mixture was then diluted with EtOAc (50 mL), washed with water (25 mL) and brine (30 mL), then dried over Na2SO4 and concentrated under reduced pressure. The resulting crude pr...